From a dataset of the Open Reaction Database (ORD), a public repository of structured organic reaction records. describe an organic reaction: reactants, conditions, products, and yield Reactants: [H-].[Na+] (NaH), COC(=O)C=1NC=CC1 (methyl-2-pyrrole carboxylate), C(C1=CC=CC=C1)Br (benzylbromide). Run in CN(C)C=O (DMF). Reaction conditions: time 20 minute. Product: C(C1=CC=CC=C1)N1C(=CC=C1)C(=O)OC (methyl 1-benzyl-1H-pyrrole-2-carboxylate). The yield is 56.3%. As a reaction SMILES: [CH3:1][O:2][C:3]([C:5]1[NH:6][CH:7]=[CH:8][CH:9]=1)=[O:4].[H-].[Na+].[CH2:12](Br)[C:13]1[CH:18]=[CH:17][CH:16]=[CH:15][CH:14]=1>CN(C=O)C>[CH2:12]([N:6]1[CH:7]=[CH:8][CH:9]=[C:5]1[C:3]([O:2][CH3:1])=[O:4])[C:13]1[CH:18]=[CH:17][CH:16]=[CH:15][CH:14]=1 |f:1.2|. Procedure details: To a cooled (0° C.) solution of methyl-2-pyrrole carboxylate (8.00 g, 63.9 mmol) in DMF (320 mL) was added NaH (60% by weight 5.10 g, 128 mmol). After 20 min, benzylbromide (11.4 mL, 95.9 mmol) was added and the reaction was warmed to rt. Stirring was continued for 2 h before quenching with saturated aq NH4Cl (0.5 L). The mixture was extracted 3× with EtOAc and the combined organic layers were washed with H2O (3×) and brine, dried over MgSO4, filtered and concentrated in vacuo to give a yellow o... Starting materials: C(C)(=O)NC(CC(=O)O)C1=CC=CC=C1 ((+)-3-acetylamino-3-phenylpropanoic acid), Cl (hydrochloric acid). Reagents/catalysts: Cl (hydrochloric acid). The solvent is CO (methanol). Run at time 3 hour. Product: Cl.NC(CC(=O)O)C1=CC=CC=C1 ((+)-3-amino-3-phenylpropanoic acid hydrochloride). Yield: 39.2%. As a reaction SMILES: C([NH:4][CH:5]([C:10]1[CH:15]=[CH:14][CH:13]=[CH:12][CH:11]=1)[CH2:6][C:7]([OH:9])=[O:8])(=O)C.[ClH:16]>Cl.CO>[ClH:16].[NH2:4][CH:5]([C:10]1[CH:15]=[CH:14][CH:13]=[CH:12][CH:11]=1)[CH2:6][C:7]([OH:9])=[O:8] |f:4.5|. Reported procedure: (+)-3-acetylamino-3-phenylpropanoic acid (207 mg, 1.00 mmol) prepared by the same manner as in Example 3 and 2.0 ml of 2M hydrochloric acid were added to a 30-ml two-necked flask equipped with a stirrer and heated to reflux for 3 hours. After 3 hours, 1 drop of concentrated hydrochloric acid was added to the reaction solution using a Pasteur pipette and the mixture was heated to reflux for 2 hours more. After completion of the reaction, the reaction solution was evaporated to dryness in vacuo, a... The reactants are ClC1=NN2C(C=CC=C2)=C1 (2-chloro-pyrazolo[1,5-a]pyridine), IN1C(CCC1=O)=O (N-iodosuccinimide). The solvent is C(C)#N (acetonitrile). Reaction conditions: time 2 hour. Product: ClC1=NN2C(C=CC=C2)=C1I (2-chloro-3-iodopyrazolo[1,5-a]pyridine). RXN SMILES: [Cl:1][C:2]1[CH:10]=[C:5]2[CH:6]=[CH:7][CH:8]=[CH:9][N:4]2[N:3]=1.[I:11]N1C(=O)CCC1=O>C(#N)C>[Cl:1][C:2]1[C:10]([I:11])=[C:5]2[CH:6]=[CH:7][CH:8]=[CH:9][N:4]2[N:3]=1. Procedure: To a solution of 2-chloro-pyrazolo[1,5-a]pyridine (0.500 g, 3.28 mmol) in acetonitrile (16.4 mL) was added N-iodosuccinimide (0.885 g, 3.93 mmol). The resulting mixture was stirred at room temperature for 2 hours, then concentrated under reduced pressure. The resulting residue was diluted with dichloromethane, washed with saturated aqueous sodium chloride solution, dried over MgSO4, filtered and concentrated under reduced pressure. Purification by flash chromatography on silica gel (0-15% ethyl ... Starting materials: OC(COC1=CC=C(C=C1)C(C)(C)C1=CC=C(C=C1)OCC(CN1C(CC2(C(N(C(N2)=O)CCCCCCCCCCCC)=O)CC1(C)C)(C)C)O)CN1C(CC2(C(N(C(N2)=O)CCCCCCCCCCCC)=O)CC1(C)C)(C)C (2,2-bis{4-[2-hydroxy-3-(3-dodecyl-7,7,9,9-tetramethyl-2,4-dioxo-1,3,8-triazaspiro[4.5]dec-8-yl)propoxy]phenyl}propane), C(C)(=O)OC(C)=O (acetic anhydride). Solvent: C(C)(=O)OCC (ethyl acetate). Yields the product C(C)(=O)OC(COC1=CC=C(C=C1)C(C)(C)C1=CC=C(C=C1)OCC(CN1C(CC2(C(N(C(N2C(C)=O)=O)CCCCCCCCCCCC)=O)CC1(C)C)(C)C)OC(C)=O)CN1C(CC2(C(N(C(N2C(C)=O)=O)CCCCCCCCCCCC)=O)CC1(C)C)(C)C (2,2-bis{4-[2-acetoxy-3-(1-acetyl-3-dodecyl-7,7,9,9-tetramethyl-2,4-dioxo-1,3,8-triazaspiro[4.5]dec-8-yl)propoxy]phenyl}propane). Reaction SMILES: [OH:1][CH:2]([CH2:53][N:54]1[C:77]([CH3:79])([CH3:78])[CH2:76][C:57]2([NH:61][C:60](=[O:62])[N:59]([CH2:63][CH2:64][CH2:65][CH2:66][CH2:67][CH2:68][CH2:69][CH2:70][CH2:71][CH2:72][CH2:73][CH3:74])[C:58]2=[O:75])[CH2:56][C:55]1([CH3:81])[CH3:80])[CH2:3][O:4][C:5]1[CH:10]=[CH:9][C:8]([C:11]([C:14]2[CH:19]=[CH:18][C:17]([O:20][CH2:21][CH:22]([OH:52])[CH2:23][N:24]3[C:47]([CH3:49])([CH3:48])[CH2:46][C:27]4([NH:31][C:30](=[O:32])[N:29]([CH2:33][CH2:34][CH2:35][CH2:36][CH2:37][CH2:38][CH2:39][CH2:40][CH2:41][CH2:42][CH2:43][CH3:44])[C:28]4=[O:45])[CH2:26][C:25]3([CH3:51])[CH3:50])=[CH:16][CH:15]=2)([CH3:13])[CH3:12])=[CH:7][CH:6]=1.C(O[C:86](=[O:88])[CH3:87])(=O)C>C(OCC)(=O)C>[C:2]([O:52][CH:22]([CH2:23][N:24]1[C:25]([CH3:50])([CH3:51])[CH2:26][C:27]2([N:31]([C:86](=[O:88])[CH3:87])[C:30](=[O:32])[N:29]([CH2:33][CH2:34][CH2:35][CH2:36][CH2:37][CH2:38][CH2:39][CH2:40][CH2:41][CH2:42][CH2:43][CH3:44])[C:28]2=[O:45])[CH2:46][C:47]1([CH3:48])[CH3:49])[CH2:21][O:20][C:17]1[CH:16]=[CH:15][C:14]([C:11]([C:8]2[CH:7]=[CH:6][C:5]([O:4][CH2:3][CH:2]([O:1][C:17](=[O:20])[CH3:16])[CH2:53][N:54]3[C:55]([CH3:80])([CH3:81])[CH2:56][C:57]4([N:61]([C:5](=[O:4])[CH3:6])[C:60](=[O:62])[N:59]([CH2:63][CH2:64][CH2:65][CH2:66][CH2:67][CH2:68][CH2:69][CH2:70][CH2:71][CH2:72][CH2:73][CH3:74])[C:58]4=[O:75])[CH2:76][C:77]3([CH3:79])[CH3:78])=[CH:10][CH:9]=2)([CH3:13])[CH3:12])=[CH:19][CH:18]=1)(=[O:1])[CH3:3]. Procedure: A mixture of 1.1 g of 2,2-bis{4-[2-hydroxy-3-(3-dodecyl-7,7,9,9-tetramethyl-2,4-dioxo-1,3,8-triazaspiro[4.5]dec-8-yl)propoxy]phenyl}propane and 10 g of acetic anhydride was refluxed for 48 hours. After completion of the reaction, the reaction mixture was dissolved in ethyl acetate and treated with an aqueous alkali. The solution was then dried and condensed by evaporation under reduced pressure, affording a viscous product which was purified by column chromatography through silica gel eluted wit... The reactants are CC1(C)CCC(O)(C(C)(C)C)c2cc(Br)ccc21, CO, [K+], [K+], O=C([O-])[O-]. Yields the product CC(C)(C)C1=CCC(C)(C)c2ccc(Br)cc21. Reaction SMILES: [C:1]([CH3:2])([CH3:3])([CH3:4])[C:5]1([OH:18])[CH2:6][CH2:7][C:8]([CH3:16])([CH3:17])[c:9]2[cH:10][cH:11][c:12]([Br:15])[cH:13][c:14]21.[CH3:25][OH:26].[K+:19].[K+:20].[O-:21][C:22]([O-:23])=[O:24]>>[C:1]([CH3:2])([CH3:3])([CH3:4])[C:5]1=[CH:6][CH2:7][C:8]([CH3:16])([CH3:17])[c:9]2[cH:10][cH:11][c:12]([Br:15])[cH:13][c:14]21. The reactants are NC(C#N)(CN1N=C2C(=N1)C(=CC(=C2Br)Cl)Cl)C (2-amino-3-(4-bromo-5,7-dichloro-2H-benzotriazol-2-yl)-2-methylpropionitrile), FC(C1=CC=C(C(=S)Cl)C=C1)(F)F (4-trifluoromethylthiobenzoyl chloride). Yields the product BrC1=C(C=C(C2=NN(N=C21)CC(C)(C#N)NC(C2=CC=C(C=C2)C(F)(F)F)=S)Cl)Cl (N-[2-(4-Bromo-5,7-dichloro-2H-benzotriazol-2-yl)-1-cyano-1-methylethyl]-4-trifluoromethylthiobenzamide). RXN SMILES: [NH2:1][C:2]([CH3:18])([CH2:5][N:6]1[N:10]=[C:9]2[C:11]([Cl:17])=[CH:12][C:13]([Cl:16])=[C:14]([Br:15])[C:8]2=[N:7]1)[C:3]#[N:4].[F:19][C:20]([F:31])([F:30])[C:21]1[CH:29]=[CH:28][C:24]([C:25](Cl)=[S:26])=[CH:23][CH:22]=1>>[Br:15][C:14]1[C:8]2[C:9](=[N:10][N:6]([CH2:5][C:2]([NH:1][C:25](=[S:26])[C:24]3[CH:23]=[CH:22][C:21]([C:20]([F:19])([F:30])[F:31])=[CH:29][CH:28]=3)([C:3]#[N:4])[CH3:18])[N:7]=2)[C:11]([Cl:17])=[CH:12][C:13]=1[Cl:16]. Procedure details: Using a procedure similar to that described in Example 1, except using 2-amino-3-(4-bromo-5,7-dichloro-2H-benzotriazol-2-yl)-2-methylpropionitrile and 4-trifluoromethylthiobenzoyl chloride, the title compound was isolated as a white solid (110 mg, described in Example 55). MS (ES): M/Z [M+H]=552. NMR: (400 MHz, DMSO-d6): 1.75 (s, 3H), 5.44 (d, J=13.3 Hz, 1H), 5.60 (d, J=13.7 Hz, 1H), 7.75-8.04 (m, 5H) and 8.91 (s, 1H). 19F NMR (376 MHz, DMSO-d6): −42.0 (s, 3F).